From a dataset of the Open Reaction Database (ORD), a public repository of structured organic reaction records. describe an organic reaction: reactants, conditions, products, and yield Starting materials: C1(=CC=C(C=C1)S(=O)(=O)OC[C@@H]1[C@H]([C@@H]([C@H]([C@H](OC(C)=O)O1)OC(C)=O)OC(C)=O)OC(C)=O)C (6-O-(p-Toluenesulfonyl)-1,2,3,4-tetra-O-acetyl-β-D-glucose), CC(=O)C (Acetone), [I-].[Na+] (sodium iodide). The solvent is O (water). Yields the product IC[C@@H]1[C@H]([C@@H]([C@H]([C@H](OC(C)=O)O1)OC(C)=O)OC(C)=O)OC(C)=O (6-deoxy-6-iodo-1,2,3,4-tetra-O-acetyl-β-D-glucose). As a reaction SMILES: C1(C)C=CC(S(O[CH2:11][C@H:12]2[O:21][C@@H:16]([O:17][C:18](=[O:20])[CH3:19])[C@H:15]([O:22][C:23](=[O:25])[CH3:24])[C@@H:14]([O:26][C:27](=[O:29])[CH3:28])[C@@H:13]2[O:30][C:31](=[O:33])[CH3:32])(=O)=O)=CC=1.CC(C)=O.[I-:39].[Na+]>O>[I:39][CH2:11][C@H:12]1[O:21][C@@H:16]([O:17][C:18](=[O:20])[CH3:19])[C@H:15]([O:22][C:23](=[O:25])[CH3:24])[C@@H:14]([O:26][C:27](=[O:29])[CH3:28])[C@@H:13]1[O:30][C:31](=[O:33])[CH3:32] |f:2.3|. Reported procedure: 6-O-(p-Toluenesulfonyl)-1,2,3,4-tetra-O-acetyl-β-D-glucose (5, 18.5 g, 36.8 mmol) was place in a 500-mL round-bottomed flask. Acetone (200 ml) and sodium iodide (18.5 g, 123 mmol) were added. The resulting mixture was heated at reflux for 20 h. The reaction proceeded gradually. The mixture was poured into 1000 ml of water, and the resulting solid was filtered with a glass filter. Recrystalization from ethanol afforded 6-deoxy-6-iodo-1,2,3,4-tetra-O-acetyl-β-D-glucose (compound 6) in 65% yield (1... Starting materials: hydrate, C(C)(=O)O (acetic acid), C(CCCCCCCCCCC)SC1=C(C=CC(=C1)Cl)[N+](=O)[O-] (2-n-dodecylthio-4 -chloronitrobenzene), O.OO (hydrogen peroxide water). Reagents/catalysts: [W] (tungsten). Solvent: O (water). Run at time 3 hour. Product: C(CCCCCCCCCCC)S(=O)(=O)C1=C(C=CC(=C1)Cl)[N+](=O)[O-] (2-n-dodecylsulfonyl-4-chloronitrobenzene). RXN SMILES: C(O)(=O)C.[CH2:5]([S:17][C:18]1[CH:23]=[C:22]([Cl:24])[CH:21]=[CH:20][C:19]=1[N+:25]([O-:27])=[O:26])[CH2:6][CH2:7][CH2:8][CH2:9][CH2:10][CH2:11][CH2:12][CH2:13][CH2:14][CH2:15][CH3:16].[OH2:28].[OH:29]O>[W].O>[CH2:5]([S:17]([C:18]1[CH:23]=[C:22]([Cl:24])[CH:21]=[CH:20][C:19]=1[N+:25]([O-:27])=[O:26])(=[O:29])=[O:28])[CH2:6][CH2:7][CH2:8][CH2:9][CH2:10][CH2:11][CH2:12][CH2:13][CH2:14][CH2:15][CH3:16] |f:2.3|. Procedure details: 0.2 g of tungsten acid sodium salt (II) hydrate was added to 40 ml of an acetic acid solution in which 17.9 g of 2-n-dodecylthio-4 -chloronitrobenzene was mixed, and 12.5 g of a 30% hydrogen peroxide water was added dropwise at an internal temperature of 70° C, and a reaction was carried out at that same temperature over three hours. The reaction solution was cooled to room temperature, and 120 ml of water was added. The precipitated crystals were filtered, washed with water and dried, and 19.5 ...